The task is: describe an organic reaction: reactants, conditions, products, and yield. This data is from the Open Reaction Database (ORD), a public repository of structured organic reaction records. Conditions: time 2 day. Yields the product BrC=1C(=NN(C1)C)N([C@@H](CC(C)C)C(=O)OCC1=CC=C(C=C1)OC)C(=O)OCC(Cl)(Cl)Cl (4-methoxybenzyl N-(4-bromo-1-methyl-1H-pyrazol-3-yl)-N-[(2,2,2-trichloroethoxy)carbonyl]leucinate). Solvent: CN(C)C=O (DMF), O (Water). Reported procedure: To 2,2,2-trichloroethyl 4-bromo-1-methyl-1H-pyrazol-3-ylcarbamate (2.402 g, 6.83 mmol), 4-methoxybenzyl 2-hydroxy-4-methylpentanoate (3.45 g, 13.67 mmol) and triphenyl phosphine (3.58 g, 13.67 mmol) in dry DMF (50 mL) under dry nitrogen was added dropwise diisopropyl azodicarboxylate (2.7 mL, 13.67 mmol) over 45 minutes and the reaction mixture stirred for 2 days. Water was added and the product extracted with ether (2×), dried over Na2SO4, concentrated in vacuo and purified by flash chromatogra... RXN SMILES: [Br:1][C:2]1[C:3]([NH:8][C:9](=[O:16])[O:10][CH2:11][C:12]([Cl:15])([Cl:14])[Cl:13])=[N:4][N:5]([CH3:7])[CH:6]=1.O[CH:18]([CH2:31][CH:32]([CH3:34])[CH3:33])[C:19]([O:21][CH2:22][C:23]1[CH:28]=[CH:27][C:26]([O:29][CH3:30])=[CH:25][CH:24]=1)=[O:20].C1(P(C2C=CC=CC=2)C2C=CC=CC=2)C=CC=CC=1.N(C(OC(C)C)=O)=NC(OC(C)C)=O>CN(C=O)C.O>[Br:1][C:2]1[C:3]([N:8]([C:9]([O:10][CH2:11][C:12]([Cl:14])([Cl:13])[Cl:15])=[O:16])[C@H:18]([C:19]([O:21][CH2:22][C:23]2[CH:24]=[CH:25][C:26]([O:29][CH3:30])=[CH:27][CH:28]=2)=[O:20])[CH2:31][CH:32]([CH3:34])[CH3:33])=[N:4][N:5]([CH3:7])[CH:6]=1. The reactants are BrC=1C(=NN(C1)C)NC(OCC(Cl)(Cl)Cl)=O (2,2,2-trichloroethyl 4-bromo-1-methyl-1H-pyrazol-3-ylcarbamate), OC(C(=O)OCC1=CC=C(C=C1)OC)CC(C)C (4-methoxybenzyl 2-hydroxy-4-methylpentanoate), C1(=CC=CC=C1)P(C1=CC=CC=C1)C1=CC=CC=C1 (triphenyl phosphine), N(=NC(=O)OC(C)C)C(=O)OC(C)C (diisopropyl azodicarboxylate). Starting materials: ClC1=CC(=CC=C1)C(=O)OO (3-chloroperbenzoic acid), COC1=CC=C(C=C1)C=1N=C(NC1C1=CC=C(C=C1)OC)SCC1OCCO1 ([4,5-bis(4-methoxyphenyl)-2-imidazolyl]-(1,3-dioxolan-2-ylmethyl)sulfide). The solvent is ClCCl (dichloromethane), ClCCl (dichloromethane). Conditions: time 4 hour. Product: COC1=CC=C(C=C1)C=1N=C(NC1C1=CC=C(C=C1)OC)S(=O)CC1OCCO1 ([4,5-bis(4-methoxyphenyl)-2-imidazolyl]-(1,3-dioxolan-2-ylmethyl)sulfoxide). As a reaction SMILES: ClC1C=CC=C(C(OO)=[O:9])C=1.[CH3:12][O:13][C:14]1[CH:19]=[CH:18][C:17]([C:20]2[N:21]=[C:22]([S:33][CH2:34][CH:35]3[O:39][CH2:38][CH2:37][O:36]3)[NH:23][C:24]=2[C:25]2[CH:30]=[CH:29][C:28]([O:31][CH3:32])=[CH:27][CH:26]=2)=[CH:16][CH:15]=1>ClCCl>[CH3:32][O:31][C:28]1[CH:27]=[CH:26][C:25]([C:24]2[N:23]=[C:22]([S:33]([CH2:34][CH:35]3[O:39][CH2:38][CH2:37][O:36]3)=[O:9])[NH:21][C:20]=2[C:17]2[CH:18]=[CH:19][C:14]([O:13][CH3:12])=[CH:15][CH:16]=2)=[CH:30][CH:29]=1. Reported procedure: 1.19 g (80%) of 3-chloroperbenzoic acid in 100 ml. of dichloromethane is added dropwise to a solution of 1.99 g. of [4,5-bis(4-methoxyphenyl)-2-imidazolyl]-(1,3-dioxolan-2-ylmethyl)sulfide in 150 ml. of dichloromethane. The mixture is stirred for 4 hours at room temperature, then washed with sodium bicarbonate solution; the organic solution is dried over sodium sulfate and concentrated under vacuum. The residue is crystallized from ethyl acetate/hexane. After recrystallization from ethyl acetate... Starting materials: [Al+3], CCOCC, [H-], [H-], [H-], [H-], [Li+], [Na+], CCOC(=O)c1cccc2c1OCCO2, [OH-], O. The product is OCc1cccc2c1OCCO2. As a reaction SMILES: [Al+3:2].[CH3:25][CH2:26][O:27][CH2:28][CH3:29].[H-:1].[H-:4].[H-:5].[H-:6].[Li+:3].[Na+:24].[O:7]1[CH2:8][CH2:9][O:10][c:11]2[c:12]1[cH:13][cH:14][cH:15][c:16]2[C:17](=[O:18])[O:19][CH2:20][CH3:21].[OH-:23].[OH2:22]>>[O:7]1[CH2:8][CH2:9][O:10][c:11]2[c:12]1[cH:13][cH:14][cH:15][c:16]2[CH2:17][OH:18]. The reactants are S(=O)(=O)(C1=CC=C(C)C=C1)OC(\C=C\C)OS(=O)(=O)C1=CC=C(C)C=C1 ((E)-but-2-enediol ditosylate), CC1=CC=C(C=C1)[C@H]2C[C@H]3CCC(C2C(=O)O[11CH3])N3C/C=C/CF ([11C]LBT-999), NCCC1=CC(O)=C(O)C=C1 (dopamine). Product: C1(=CC=C(C=C1)S(=O)(=O)OC\C=C\CF)C ((E)-4-Fluoro-but-2-enyl toluene-4-sulfonate). Yield: 28.0%. As a reaction SMILES: [S:1]([O:11][CH:12](OS(C1C=CC(C)=CC=1)(=O)=O)/[CH:13]=[CH:14]/[CH3:15])([C:4]1[CH:10]=[CH:9][C:7]([CH3:8])=[CH:6][CH:5]=1)(=[O:3])=[O:2].CC1C=CC([C@@H]2C(C(O[11CH3])=O)C3N(C/C=C/C[F:50])[C@H](CC3)C2)=CC=1.NCCC1C=CC(O)=C(O)C=1>>[C:7]1([CH3:8])[CH:9]=[CH:10][C:4]([S:1]([O:11][CH2:12]/[CH:13]=[CH:14]/[CH2:15][F:50])(=[O:3])=[O:2])=[CH:5][CH:6]=1. Reported procedure: This compound was prepared, starting from (E)-but-2-enediol ditosylate (0.50 g, 1.26 mmol), according to the procedure described by Dollé, F.; Emond, P.; Mavel, S.; Demphel, S.; Hinnen, F.; Mincheva, Z.; Saba, W.; Valette, H.; Chalon, S.; Halldin, C.; Helfenbein, J.; Legaillard, J.; Madelmont, J. C.; Deloye, J. B.; Bottlaender, M.; Guilloteau, D. Synthesis, radiosynthesis and in vivo preliminary evaluation of [11C]LBT-999, a selective radioligand for the visualisation of the dopamine transporter... The reactants are C(C)(C)N1N=CN=C1C1=CN2CCOC3=C(C2=N1)C=C(C=C3)SC3CCN(CC3)C(CO)(C)C (2-{4-[2-(2-Isopropyl-2H-[1,2,4]triazol-3-yl)-4,5-dihydro-6-oxa-1,3a-diazabenzo[e]azulen-9-ylsulfanyl]piperidin-1-yl}-2-methylpropan-1-ol), C(C)(C)N1CCC(CC1)S (1-isopropylpiperidine-4-thiol), CC1(C2=C(C(=CC=C2)P(C3=CC=CC=C3)C4=CC=CC=C4)OC5=C(C=CC=C51)P(C6=CC=CC=C6)C7=CC=CC=C7)C (XantPhos), CCN(C(C)C)C(C)C (DIPEA). The reagents and catalysts are C=1C=CC(=CC1)/C=C/C(=O)/C=C/C2=CC=CC=C2.C=1C=CC(=CC1)/C=C/C(=O)/C=C/C2=CC=CC=C2.C=1C=CC(=CC1)/C=C/C(=O)/C=C/C2=CC=CC=C2.[Pd].[Pd] (Pd2(dba)3). The solvent is O1CCOCC1 (dioxane). Run at temperature 120 celsius. The product is C(C)(C)N1N=CN=C1C=1N=C2N(CCOC3=C2C=C(C=C3)SC3CCN(CC3)C(C)C)C1 (2-(1-isopropyl-1H-1,2,4-triazol-5-yl)-10-(1-isopropylpiperidin-4-ylthio)-5,6-dihydrobenzo[f]imidazo[1,2-d][1,4]oxazepine). Yield: 90.2%. RXN SMILES: [CH:1]([N:4]1[C:8]([C:9]2[N:18]=[C:17]3[N:11]([CH2:12][CH2:13][O:14][C:15]4[CH:22]=[CH:21][C:20]([S:23][CH:24]5[CH2:29][CH2:28][N:27]([C:30](C)([CH3:33])[CH2:31]O)[CH2:26][CH2:25]5)=[CH:19][C:16]=43)[CH:10]=2)=[N:7][CH:6]=[N:5]1)([CH3:3])[CH3:2].C(N1CCC(S)CC1)(C)C.CC1(C)C2C(=C(P(C3C=CC=CC=3)C3C=CC=CC=3)C=CC=2)OC2C(P(C3C=CC=CC=3)C3C=CC=CC=3)=CC=CC1=2.CCN(C(C)C)C(C)C>O1CCOCC1.C1C=CC(/C=C/C(/C=C/C2C=CC=CC=2)=O)=CC=1.C1C=CC(/C=C/C(/C=C/C2C=CC=CC=2)=O)=CC=1.C1C=CC(/C=C/C(/C=C/C2C=CC=CC=2)=O)=CC=1.[Pd].[Pd]>[CH:1]([N:4]1[C:8]([C:9]2[N:18]=[C:17]3[C:16]4[CH:19]=[C:20]([S:23][CH:24]5[CH2:25][CH2:26][N:27]([CH:30]([CH3:33])[CH3:31])[CH2:28][CH2:29]5)[CH:21]=[CH:22][C:15]=4[O:14][CH2:13][CH2:12][N:11]3[CH:10]=2)=[N:7][CH:6]=[N:5]1)([CH3:3])[CH3:2] |f:5.6.7.8.9|. Reported procedure: A mixture of 9-bromo-2-(2-isopropyl-2H-[1,2,4]triazol-3-yl)-4,5-dihydro-6-oxa-1,3a-diazabenzo[e]azulene from Example 1 (400 mg, 1.07 mmol), 1-isopropylpiperidine-4-thiol (340 mg, 2.14 mmol), Pd2(dba)3 (50 mg, 5 mol %), XantPhos (61 mg, 10 mol %) and DIPEA (0.745 mL, 4.28 mmol) in dioxane (10 mL) was purged with nitrogen and then heated at 120° C. for 1 h using microwave irradiation. The reaction mixture was diluted with DCM (200 mL) and purified by column chromatography (Si-PCC, 0-13% MeOH in DC... Procedure: Forty (40) grams of 1-[3-chloro-4-(2-oxocyclohexane-1-yl methyl)phenyl]ethanol were dissolved in 300 ml of carbon tetrachloride and then incorporated dropwise with 44.7 g of phosphorus tribromide at a temperature of -15° to -10° C., after which the whole was stirred at said temperature for 30 minutes, withdrawn from the ice bath and then further stirred for one hour. After the completion of the reaction, the reaction mixture was water washed, dried and then freed of the solvent at a reduced pres... Solvent: C(Cl)(Cl)(Cl)Cl (carbon tetrachloride). Reactants: O (water), ( 40 ), ClC=1C=C(C=CC1CC1C(CCCC1)=O)C(C)O (1-[3-chloro-4-(2-oxocyclohexane-1-yl methyl)phenyl]ethanol), P(Br)(Br)Br (phosphorus tribromide). The product is ClC=1C=C(C=CC1CC1C(CCCC1)=O)C(C)Br (1-[3-chloro-4-(2-oxocyclohexane-1-yl methyl)phenyl]ethylbromide). As a reaction SMILES: [Cl:1][C:2]1[CH:3]=[C:4]([CH:16](O)[CH3:17])[CH:5]=[CH:6][C:7]=1[CH2:8][CH:9]1[CH2:14][CH2:13][CH2:12][CH2:11][C:10]1=[O:15].P(Br)(Br)[Br:20].O>C(Cl)(Cl)(Cl)Cl>[Cl:1][C:2]1[CH:3]=[C:4]([CH:16]([Br:20])[CH3:17])[CH:5]=[CH:6][C:7]=1[CH2:8][CH:9]1[CH2:14][CH2:13][CH2:12][CH2:11][C:10]1=[O:15]. Conditions: time 1 hour. Starting materials: C1CCOC1, C=CC(OCc1ccccc1)C1CO1, [Mg+]C1CCCCC1, [Cl-], [Cl-], [Cu]I, [NH4+]. The product is C=CC(OCc1ccccc1)C(O)CC1CCCCC1. As a reaction SMILES: [CH2:25]1[O:26][CH2:27][CH2:28][CH2:29]1.[CH2:9]([c:10]1[cH:11][cH:12][cH:13][cH:14][cH:15]1)[O:16][CH:17]([CH:18]1[CH2:19][O:20]1)[CH:21]=[CH2:22].[CH:2]1([Mg+:8])[CH2:3][CH2:4][CH2:5][CH2:6][CH2:7]1.[Cl-:1].[Cl-:23].[Cu:30][I:31].[NH4+:24]>>[CH:2]1([CH2:19][CH:18]([CH:17]([O:16][CH2:9][c:10]2[cH:11][cH:12][cH:13][cH:14][cH:15]2)[CH:21]=[CH2:22])[OH:20])[CH2:3][CH2:4][CH2:5][CH2:6][CH2:7]1. Reactants: Cl.NC1=CC=C(C=C1)C(C(=O)OCC)(C)C (ethyl 2-(4-aminophenyl)-2-methylpropanoate hydrochloride), [Cl-].O[NH3+] (hydroxylammonium chloride), resultant suspension, ClC(C(O)O)(Cl)Cl (chloral hydrate), [O-]S(=O)(=O)[O-].[Na+].[Na+] (Na2SO4). Solvent: O (water), O (water), O (water). Conditions: temperature 23 celsius, time 10 minute. Yields the product O\N=C\C(=O)NC1=CC=C(C=C1)C(C(=O)OCC)(C)C (Ethyl 2-[4-[[(2E)-2-hydroxyiminoacetyl]amino]phenyl]-2-methylpropanoate). RXN SMILES: Cl[C:2](Cl)(Cl)[CH:3]([OH:5])O.[O-]S([O-])(=O)=O.[Na+].[Na+].Cl.[NH2:16][C:17]1[CH:22]=[CH:21][C:20]([C:23]([CH3:30])([CH3:29])[C:24]([O:26][CH2:27][CH3:28])=[O:25])=[CH:19][CH:18]=1.[Cl-].[OH:32][NH3+:33]>O>[OH:32]/[N:33]=[CH:2]/[C:3]([NH:16][C:17]1[CH:18]=[CH:19][C:20]([C:23]([CH3:29])([CH3:30])[C:24]([O:26][CH2:27][CH3:28])=[O:25])=[CH:21][CH:22]=1)=[O:5] |f:1.2.3,4.5,6.7|. Procedure: 7.23 g of chloral hydrate are dissolved in 180 ml of water, 10.87 g of Na2SO4 are added, and the mixture is stirred at 23° C. for 10 min. A solution of 7.55 g of ethyl 2-(4-aminophenyl)-2-methylpropanoate hydrochloride in 50 ml of water is added to this solution. 8.86 g of hydroxylammonium chloride in 20 ml of water are added to the resultant suspension, and the mixture is stirred at 60° C. for 5 h. The mixture is subsequently allowed to cool, during which an orange oil deposits. This mixture is... Reactants: COc1c(OC(C)=O)ccc(C=O)c1[N+](=O)[O-], Cl, [Na+], [OH-], O. Product: COc1c(O)ccc(C=O)c1[N+](=O)[O-]. As a reaction SMILES: [C:1](=[O:2])([CH3:3])[O:4][c:5]1[c:6]([O:16][CH3:17])[c:7]([N+:13](=[O:14])[O-:15])[c:8]([CH:9]=[O:10])[cH:11][cH:12]1.[ClH:20].[Na+:19].[OH-:18].[OH2:21]>>[OH:4][c:5]1[c:6]([O:16][CH3:17])[c:7]([N+:13](=[O:14])[O-:15])[c:8]([CH:9]=[O:10])[cH:11][cH:12]1.